From a dataset of the Open Reaction Database (ORD), a public repository of structured organic reaction records. describe an organic reaction: reactants, conditions, products, and yield Reactants: COC(=O)C1=CC2=C(NC(=N2)C(Cl)(Cl)Cl)C=C1 (Methyl-2-trichloromethyl-1H-benzoimidazole-5-carboxylate), Cl.Cl.C(C)(C)N1CCC(CC1)N (1-isopropyl-piperidine-4-ylamine-dihydrochloride), C(=O)(O)[O-].[Na+] (NaHCO3). Run in C1CCOC1 (THF), O (H2O), ClCCl (dichloromethane). Conditions: time 4 hour. Yields the product COC(=O)C1=CC2=C(NC(=N2)C(NC2CCN(CC2)C(C)C)=O)C=C1 (2-(1-isopropyl-piperidin-4-ylcarbamoyl)-1H-benzoimidazole-5-carboxylic acid methyl ester). RXN SMILES: [CH3:1][O:2][C:3]([C:5]1[CH:17]=[CH:16][C:8]2[NH:9][C:10]([C:12](Cl)(Cl)Cl)=[N:11][C:7]=2[CH:6]=1)=[O:4].Cl.Cl.[CH:20]([N:23]1[CH2:28][CH2:27][CH:26]([NH2:29])[CH2:25][CH2:24]1)([CH3:22])[CH3:21].C([O-])(O)=[O:31].[Na+]>C1COCC1.O.ClCCl>[CH3:1][O:2][C:3]([C:5]1[CH:17]=[CH:16][C:8]2[NH:9][C:10]([C:12](=[O:31])[NH:29][CH:26]3[CH2:27][CH2:28][N:23]([CH:20]([CH3:22])[CH3:21])[CH2:24][CH2:25]3)=[N:11][C:7]=2[CH:6]=1)=[O:4] |f:1.2.3,4.5|. Procedure: 500 mg (1.7 mmol) Methyl-2-trichloromethyl-1H-benzoimidazole-5-carboxylate were added to a mixture of 548 mg (1.8 equiv.) 1-isopropyl-piperidine-4-ylamine-dihydrochloride and 1.43 g (10 equiv.) NaHCO3 in 15 mL THF and 7.5 mL H2O and stirred vigorously for 4 h at room temperature. The reaction mixture was diluted with dichloromethane and washed with a saturated NaHCO3-solution and brine. The organic layer was dried over MgSO4 and concentrated. Preparative HPLC (CH3CN/H2O gradient+0.05% formic aci... The reactants are Cl.N1(C=NC=C1)C(CCC)C1=CC=C(C(=O)O)C=C1 (4-[1-(1-imidazolyl)-butyl]-benzoic acid, hydrochloride), CO (methanol), Cl (hydrochloric-acid). The product is COC(C1=CC=C(C=C1)C(CCC)N1C=NC=C1)=O (4-[1-(1-imidazolyl)-butyl]-benzoic acid methyl ester). As a reaction SMILES: Cl.[N:2]1([CH:7]([C:11]2[CH:19]=[CH:18][C:14]([C:15]([OH:17])=[O:16])=[CH:13][CH:12]=2)[CH2:8][CH2:9][CH3:10])[CH:6]=[CH:5][N:4]=[CH:3]1.Cl.[CH3:21]O>>[CH3:21][O:16][C:15](=[O:17])[C:14]1[CH:18]=[CH:19][C:11]([CH:7]([N:2]2[CH:6]=[CH:5][N:4]=[CH:3]2)[CH2:8][CH2:9][CH3:10])=[CH:12][CH:13]=1 |f:0.1|. Reported procedure: 1.0 of 4-[1-(1-imidazolyl)-butyl]-benzoic acid, hydrochloride (of example 2) is dissolved in 30 ml of methanol, hydrochloric-acid gas is introduced for 10 minutes, refluxed for 30 minutes and concentrated by evaporation. The residue is distilled on a bulb tube, boiling point 190° C./0.03 mbar. 0.55 g of 4-[1-(1-imidazolyl)-butyl]-benzoic acid methyl ester is obtained. The reactants are C(CCC)[Li] (n-butyl lithium), O1C=CC=C1 (furan), C1C(C)O1 (propylene oxide). Solvent: O1CCCC1 (tetrahydrofuran). Reaction conditions: time 2 hour. Product: O1C(=CC=C1)CC(C)O (1-(2-furyl)-propan-2-ol). Reaction SMILES: [O:1]1[CH:5]=[CH:4][CH:3]=[CH:2]1.C([Li])CCC.[CH2:11]1[O:14][CH:12]1[CH3:13]>O1CCCC1>[O:1]1[CH:5]=[CH:4][CH:3]=[C:2]1[CH2:11][CH:12]([OH:14])[CH3:13]. Procedure details: To a solution of furan (7.93 g) in tetrahydrofuran (100 ml) cooled to 5° C. was added dropwise n-butyl lithium (80.2 ml, 1.6M in hexanes). The mixture was stirred for 2 h. A solution of propylene oxide (12.2 ml) was added dropwise and the resulting mixture was stirred at 0° C. for 1 h. The reaction mixture was quenched with saturated ammonium chloride and extracted with diethyl ether. The organics were dried (MgSO4) and concentrated. The crude oil was distilled to give 1-(2-furyl)-propan-2-ol (3... The reactants are FC(C(=O)O)(F)F (trifluoroacetic acid), O1C=NC(=C1)C1=C(CNC(OC(C)(C)C)=O)C=CC=C1 (tert-butyl 2-(oxazol-4-yl)benzylcarbamate). Solvent: ClCCl (Dichloromethane). Reaction conditions: time 1 hour. Yields the product FC(C(=O)O)(F)F.O1C=NC(=C1)C1=C(C=CC=C1)CN ((2-(oxazol-4-yl)phenyl)methanamine trifluoroacetate). The yield is 142.8%. RXN SMILES: [F:1][C:2]([F:7])([F:6])[C:3]([OH:5])=[O:4].[O:8]1[CH:12]=[C:11]([C:13]2[CH:27]=[CH:26][CH:25]=[CH:24][C:14]=2[CH2:15][NH:16]C(=O)OC(C)(C)C)[N:10]=[CH:9]1>ClCCl>[F:1][C:2]([F:7])([F:6])[C:3]([OH:5])=[O:4].[O:8]1[CH:12]=[C:11]([C:13]2[CH:27]=[CH:26][CH:25]=[CH:24][C:14]=2[CH2:15][NH2:16])[N:10]=[CH:9]1 |f:3.4|. Reported procedure: Added trifluoroacetic acid (5 mL, 64.9 mmol) to a solution of tert-butyl 2-(oxazol-4-yl)benzylcarbamate (200 mg, 0.729 mmol) in Dichloromethane (DCM) (5 mL) and let stir at room temperature for 1 hour. Concentrated to dryness. Obtained 300 mg of (2-(oxazol-4-yl)phenyl)methanamine trifluoroacetate. 1H NMR (400 MHz, CHLOROFORM-d) δ ppm 3.88-4.50 (m, 2H) 7.38-7.60 (m, 4H) 8.00 (s, 1H) 8.10 (s, 1H) 8.19-8.56 (m, 2H). MS[MH]+=175.1 Starting materials: [Br-], O=C([O-])[O-], COc1cc(C=O)c([N+](=O)[O-])cc1OCCCN1CCOCC1, CO, [K+], [K+], O, c1ccc([P+](Cc2n[nH]c3ccccc23)(c2ccccc2)c2ccccc2)cc1. Yields the product COc1cc(C=Cc2n[nH]c3ccccc23)c([N+](=O)[O-])cc1OCCCN1CCOCC1. Reaction SMILES: [Br-:24].[C:54](=[O:55])([O-:56])[O-:57].[CH3:1][O:2][c:3]1[c:4]([O:14][CH2:15][CH2:16][CH2:17][N:18]2[CH2:19][CH2:20][O:21][CH2:22][CH2:23]2)[cH:5][c:6]([N+:11](=[O:12])[O-:13])[c:7]([CH:8]=[O:9])[cH:10]1.[CH3:61][OH:62].[K+:58].[K+:59].[OH2:60].[nH:25]1[n:26][c:27]([CH2:34][P+:35]([c:36]2[cH:37][cH:38][cH:39][cH:40][cH:41]2)([c:42]2[cH:43][cH:44][cH:45][cH:46][cH:47]2)[c:48]2[cH:49][cH:50][cH:51][cH:52][cH:53]2)[c:28]2[cH:29][cH:30][cH:31][cH:32][c:33]12>>[CH3:1][O:2][c:3]1[c:4]([O:14][CH2:15][CH2:16][CH2:17][N:18]2[CH2:19][CH2:20][O:21][CH2:22][CH2:23]2)[cH:5][c:6]([N+:11](=[O:12])[O-:13])[c:7]([CH:8]=[CH:34][c:27]2[n:26][nH:25][c:33]3[c:28]2[cH:29][cH:30][cH:31][cH:32]3)[cH:10]1.